This data is from the Open Reaction Database (ORD), a public repository of structured organic reaction records. The task is: describe an organic reaction: reactants, conditions, products, and yield Run in C(Cl)Cl (DCM). Yields the product C1(=CC=CC=C1)C1=NC2=C(N1CC1=CC=C(C(=O)N3CC(CC3)O)C=C1)C=CC=C2 (1-{4-[(2-phenyl-1H-benzimidazol-1-yl)methyl]benzoyl}pyrrolidin-3-ol). Reagents/catalysts: CN(C)C=O (DMF). The reactants are C1(=CC=CC=C1)C1=NC2=C(N1CC1=CC=C(C(=O)O)C=C1)C=CC=C2 (4-(2-phenyl-benzoimidazol-1-ylmethyl)-benzoic acid), N1CC(CC1)O (3-pyrrolidinol), C(C(=O)Cl)(=O)Cl (oxalylchloride). Reaction conditions: time 2 hour. Reported procedure: A solution of 4-(2-phenyl-benzoimidazol-1-ylmethyl)-benzoic acid (1 g, 3 mmol) in DCM is treated with 2 drops of DMF followed by oxalylchloride (3 mL, 6 mmol, 2M solution in DCM), stirred at room temperature for 2 hours and concentrated in vacuo. The resultant residue is dissolved in DCM, treated with 3-pyrrolidinol (0.3 mL, 3.6 mmol), stirred at room temperature for 8 hours then concentrated to give 1-{4-[(2-phenyl-1H-benzimidazol-1-yl)methyl]benzoyl}pyrrolidin-3-ol identified by HPLC and MS [3... As a reaction SMILES: [C:1]1([C:7]2[N:11]([CH2:12][C:13]3[CH:21]=[CH:20][C:16]([C:17](O)=[O:18])=[CH:15][CH:14]=3)[C:10]3[CH:22]=[CH:23][CH:24]=[CH:25][C:9]=3[N:8]=2)[CH:6]=[CH:5][CH:4]=[CH:3][CH:2]=1.C(Cl)(=O)C(Cl)=O.[NH:32]1[CH2:36][CH2:35][CH:34]([OH:37])[CH2:33]1>C(Cl)Cl.CN(C=O)C>[C:1]1([C:7]2[N:11]([CH2:12][C:13]3[CH:21]=[CH:20][C:16]([C:17]([N:32]4[CH2:36][CH2:35][CH:34]([OH:37])[CH2:33]4)=[O:18])=[CH:15][CH:14]=3)[C:10]3[CH:22]=[CH:23][CH:24]=[CH:25][C:9]=3[N:8]=2)[CH:2]=[CH:3][CH:4]=[CH:5][CH:6]=1. Reactants: C1=CC=C2C(=C1)C(=O)C(C2=O)(O)O (ninhydrin), Cl.ClC1=C(C=C(C=C1)OC)NC(NN)=O (4-(2-chloro-5-methoxyphenyl)-semicarbazide hydrochloride). The product is ClC1=C(C=C(C=C1)OC)NC(NN=C1C(C2=CC=CC=C2C1=O)=O)=O (2-[4-(2-chloro-5-methoxyphenyl)-semicarbazono]indan-1,3-dione). As a reaction SMILES: [CH:1]1[CH:6]=[C:5]2[C:7]([C:9](O)(O)[C:10](=[O:11])[C:4]2=[CH:3][CH:2]=1)=[O:8].Cl.[Cl:15][C:16]1[CH:21]=[CH:20][C:19]([O:22][CH3:23])=[CH:18][C:17]=1[NH:24][C:25](=[O:28])[NH:26][NH2:27]>>[Cl:15][C:16]1[CH:21]=[CH:20][C:19]([O:22][CH3:23])=[CH:18][C:17]=1[NH:24][C:25](=[O:28])[NH:26][N:27]=[C:9]1[C:10](=[O:11])[C:4]2[C:5](=[CH:6][CH:1]=[CH:2][CH:3]=2)[C:7]1=[O:8] |f:1.2|. Procedure details: ninhydrin, 4-(2-chloro-5-methoxyphenyl)-semicarbazide hydrochloride RXN SMILES: [NH2:1][C:2]1[CH:7]=[CH:6][CH:5]=[CH:4][CH:3]=1.[CH3:8][S:9](Cl)(=[O:11])=[O:10]>N1C=CC=CC=1>[CH3:8][S:9]([NH:1][C:2]1[CH:7]=[CH:6][CH:5]=[CH:4][CH:3]=1)(=[O:11])=[O:10]. Product: CS(=O)(=O)NC1=CC=CC=C1 (methanesulfonanilide). Solvent: N1=CC=CC=C1 (pyridine). Starting materials: CS(=O)(=O)Cl (Methanesulfonyl chloride), NC1=CC=CC=C1 (aniline), ice. Reported procedure: A mechanically stirred solution of aniline (139.7 g, 1.5 mole) in pyridine (2 liters), under N2 is cooled in an icebath. Methanesulfonyl chloride (171.8 g, 1.5 mole) is added dropwise to this solution while the temperature is maintained at 15°-20° C., which results in a red-orange color change in the reaction mixture. After the addition is complete the ice bath is removed and the reaction is allowed to continue at ambient temperature. By TLC on silica gel (2.5% MeOH:CH2Cl2) the reaction is compl... Yield: 61.3%. Reactants: CS(=O)(=O)OC1CN2C3=C(C(=C2CC1)C=1C=NC2=CC=CC=C2C1)C(=NC=N3)N (4-amino-5-(quinolin-3-yl)-6,7,8,9-tetrahydropyrimido[5,4-b]indolizin-8-yl methanesulfonate), CN (methylamine). Solvent: CO (methanol). Run at temperature 80 celsius, time 22 hour. Yields the product CNC1CN2C3=C(C(=C2CC1)C=1C=NC2=CC=CC=C2C1)C(=NC=N3)N (N8-methyl-5-(quinolin-3-yl)-6,7,8,9-tetrahydropyrimido[5,4-b]indolizine-4,8-diamine). Reaction SMILES: CS(O[CH:6]1[CH2:14][CH2:13][C:12]2[N:8]([C:9]3[N:28]=[CH:27][N:26]=[C:25]([NH2:29])[C:10]=3[C:11]=2[C:15]2[CH:16]=[N:17][C:18]3[C:23]([CH:24]=2)=[CH:22][CH:21]=[CH:20][CH:19]=3)[CH2:7]1)(=O)=O.[CH3:30][NH2:31]>CO>[CH3:30][NH:31][CH:6]1[CH2:14][CH2:13][C:12]2[N:8]([C:9]3[N:28]=[CH:27][N:26]=[C:25]([NH2:29])[C:10]=3[C:11]=2[C:15]2[CH:16]=[N:17][C:18]3[C:23]([CH:24]=2)=[CH:22][CH:21]=[CH:20][CH:19]=3)[CH2:7]1. Procedure: 4-Amino-5-(quinolin-3-yl)-6,7,8,9-tetrahydropyrimido[5,4-b]indolizin-8-yl methanesulfonate (30 mg) obtained in Step 9 of Example 1 was dissolved in a solution of methylamine in 40% methanol (1 ml). The solution was stirred at 60° C. for 1 hour and at 80° C. for 22 hours. After cooling, the reaction mixture was concentrated under reduced pressure. The resulting residue was purified by silica gel column chromatography (developing solvent: ethyl acetate/methanol) to obtain the title compound as a l... Reactants: BrC1=CC2=C(C(C3=C(C=C2)C=CC=C3)=C)C=C1 (2-bromo-5-methylene-dibenzo[a,d]cycloheptene), C12CCCC(CCC1)B2 (9-borabicyclo[3,3,1]nonane), solution, C1CCOC1 (THF), C1CCOC1 (THF). Reaction SMILES: [Br:1][C:2]1[CH:17]=[CH:16][C:5]2[C:6](=[CH2:15])[C:7]3[CH:14]=[CH:13][CH:12]=[CH:11][C:8]=3[CH:9]=[CH:10][C:4]=2[CH:3]=1.C12BC(CCC1)CCC2.C1C[O:30]CC1>>[Br:1][C:2]1[CH:17]=[CH:16][C:5]2[CH:6]([CH2:15][OH:30])[C:7]3[CH:14]=[CH:13][CH:12]=[CH:11][C:8]=3[CH:9]=[CH:10][C:4]=2[CH:3]=1. Reaction conditions: temperature 0 celsius, time 45 minute. Reported procedure: To a solution of 2-bromo-5-methylene-dibenzo[a,d]cycloheptene (5.7 g) in dry THF (20 ml), under an inert atmosphere, was added 9-borabicyclo[3,3,1]nonane (4.4 ml of a 0.5 molar solution in THF) at ambient temperature, and the reaction mixture was then refluxed for 3 h. After cooling in an ice bath the reaction was quenched by the slow addition of 2N sodium hydroxide solution (100 ml) and 30% hydrogen peroxide (20 ml). After stirring vigorously at 0° C. for 45 minutes the reaction mixture was all... Product: BrC1=CC2=C(C(C3=C(C=C2)C=CC=C3)CO)C=C1 (2-Bromo-5-hydroxymethyl-dibenzo[a,d]cycloheptene). Reactants: ON=C(C(=O)OCC)C(C)=O (ethyl 2-hydroxyimino-3-oxobutyrate), S(=O)(=O)(Cl)Cl (sulfuryl chloride), ice water, O (water), S(=O)(=O)(Cl)Cl (sulfuryl chloride), [Cl-].[Na+] (sodium chloride). Solvent: C(Cl)(Cl)Cl (chloroform), C(Cl)(Cl)Cl (chloroform). Run at time 4.5 hour. Product: ON=C(C(=O)OCC)C(CCl)=O (ethyl 2-hydroxyimino-3-oxo-4-chlorobutyrate). RXN SMILES: [OH:1][N:2]=[C:3]([C:9](=[O:11])[CH3:10])[C:4]([O:6][CH2:7][CH3:8])=[O:5].S(Cl)([Cl:15])(=O)=O.O.[Cl-].[Na+]>C(Cl)(Cl)Cl>[OH:1][N:2]=[C:3]([C:9](=[O:11])[CH2:10][Cl:15])[C:4]([O:6][CH2:7][CH3:8])=[O:5] |f:3.4|. Procedure details: To a solution of ethyl 2-hydroxyimino-3-oxobutyrate (syn isomer, 31.83 g) in chloroform (70 ml) was added dropwise sulfuryl chloride (29.7 g) over 6 minutes under ice-cooling, and the mixture was stirred for 4.5 hours at ambient temperature. The mixture was cooled to 7° C., and sulfuryl chloride (13.498 g) was further added thereto. The mixture was stirred at ambient temperature for overnight. After the reaction mixture was cooled with ice-water, chloroform (50 ml) and water (40 ml) were added t... Reactants: ClC1=C(C=NC2=CC(=CC=C12)C1=CC=CC=C1)[N+](=O)[O-] (4—Chloro-3-nitro-7-phenylquinoline), CSCCCN (3-methylsulfanyl-propylamine). Yields the product CSCCCNC1=C(C=NC2=CC(=CC=C12)C1=CC=CC=C1)[N+](=O)[O-] ((3-methylsulfanylpropyl)-(3-nitro-7-phenylquinolin-4-yl)amine). The yield is 93.3%. As a reaction SMILES: Cl[C:2]1[C:11]2[C:6](=[CH:7][C:8]([C:12]3[CH:17]=[CH:16][CH:15]=[CH:14][CH:13]=3)=[CH:9][CH:10]=2)[N:5]=[CH:4][C:3]=1[N+:18]([O-:20])=[O:19].[CH3:21][S:22][CH2:23][CH2:24][CH2:25][NH2:26]>>[CH3:21][S:22][CH2:23][CH2:24][CH2:25][NH:26][C:2]1[C:11]2[C:6](=[CH:7][C:8]([C:12]3[CH:17]=[CH:16][CH:15]=[CH:14][CH:13]=3)=[CH:9][CH:10]=2)[N:5]=[CH:4][C:3]=1[N+:18]([O-:20])=[O:19]. Reported procedure: 4—Chloro-3-nitro-7-phenylquinoline (5.3 g, 18.8 mmol) and 3-methylsulfanyl-propylamine (2.17 g, 20.6 mmol) were combined and treated according to the general procedure described in Part E of Example 1. Recrystallization from isopropanol afforded 6.2 g of (3-methylsulfanylpropyl)-(3-nitro-7-phenylquinolin-4-yl)amine as gold plates.